This data is from the Open Reaction Database (ORD), a public repository of structured organic reaction records. The task is: describe an organic reaction: reactants, conditions, products, and yield Reactants: OCCCCCC1C2CC(CC2CC1)=O (2-(5-hydroxypent-1-yl)bicyclo-[3.3.0]octan-7-one), [Cr](=O)(=O)([O-])O[Cr](=O)(=O)[O-].[NH+]1=CC=CC=C1.[NH+]1=CC=CC=C1 (pyridinium dichromate), OCCCCCC1C2CC(CC2CC1)=O (2-(5-hydroxypent-1-yl)bicyclo[3.3.0]octan-7-one), OCCCCCC1C2CC(CC2CC1)=O (2-(5-hydroxypent-1-yl)bicyclo-[3.3.0]octan-7-one), crude product, oil. Run in C(Cl)Cl (methylene chloride). Product: C(=O)CCCCC1C2CC(CC2CC1)=O (2-(4-formylbutan-yl)bicyclo[3.3.0]octan-7-one). RXN SMILES: [OH:1][CH2:2][CH2:3][CH2:4][CH2:5][CH2:6][CH:7]1[CH2:14][CH2:13][CH:12]2[CH:8]1[CH2:9][C:10](=[O:15])[CH2:11]2.[Cr](O[Cr]([O-])(=O)=O)([O-])(=O)=O.[NH+]1C=CC=CC=1.[NH+]1C=CC=CC=1>C(Cl)Cl>[CH:2]([CH2:3][CH2:4][CH2:5][CH2:6][CH:7]1[CH2:14][CH2:13][CH:12]2[CH:8]1[CH2:9][C:10](=[O:15])[CH2:11]2)=[O:1] |f:1.2.3|. Reported procedure: The procedure followed is the same as that described in Example 13 substituting the starting material prepared in Example 11, 2-(5-hydroxypent-1-yl)bicyclo[3.3.0]octan-7-one {hexahydro-4-(5-hydroxypentyl)-2(1H)-pentalenone} (0.3 g, 1.4 mmoles), and pyridinium dichromate (0.80 g, 2.1 mmoles) dissolved in methylene chloride (5 ml). The crude product is chromatographed on silica gel leaving a clear, colorless oil (0.14 g, 0.67 mmoles).